This data is from the Open Reaction Database (ORD), a public repository of structured organic reaction records. The task is: describe an organic reaction: reactants, conditions, products, and yield Reactants: N1=C(C=NC=C1)C(=O)O (pyrazine-2-carboxylic acid), Cl.CN(CCCN=C=NCC)C (1-(3-dimethylaminopropyl)-3-ethylcarbodiimide monohydrochloride), N1=CC=CC=C1 (pyridine), FC(C(=O)N1C(CCC1)C1=CC2=C(N=C(N2)C2=NC=CC=C2)C=C1OC1=CC=C(C=C1)S(=O)(=O)C)(F)F (2,2,2-trifluoro-1-(2-(6-(4-methanesulfonyl-phenoxy)-2-pyridin-2-yl-3H-benzimidazol-5-yl)-pyrrolidin-1-yl)-ethanone). The solvent is C(C)(=O)OCC (ethyl acetate). Run at time 3 hour. The product is FC(C(=O)N1C(CCC1)C1=CC2=C(N=C(N2)C2=NC=CN=C2)C=C1OC1=CC=C(C=C1)S(=O)(=O)C)(F)F (2,2,2-trifluoro-1-(2-(6-(4-methanesulfonyl-phenoxy)-2-pyrazin-2-yl-3H-benzimidazol-5-yl)-pyrrolidin-1-yl)-ethanone). Reaction SMILES: [N:1]1[CH:6]=[CH:5][N:4]=[CH:3][C:2]=1[C:7](O)=O.Cl.CN(C)CCCN=C=NCC.N1C=CC=CC=1.[F:28][C:29]([F:64])([F:63])[C:30]([N:32]1[CH2:36][CH2:35][CH2:34][CH:33]1[C:37]1[C:51]([O:52][C:53]2[CH:58]=[CH:57][C:56]([S:59]([CH3:62])(=[O:61])=[O:60])=[CH:55][CH:54]=2)=[CH:50][C:40]2[N:41]=C(C3C=CC=CN=3)[NH:43][C:39]=2[CH:38]=1)=[O:31]>C(OCC)(=O)C>[F:64][C:29]([F:28])([F:63])[C:30]([N:32]1[CH2:36][CH2:35][CH2:34][CH:33]1[C:37]1[C:51]([O:52][C:53]2[CH:58]=[CH:57][C:56]([S:59]([CH3:62])(=[O:61])=[O:60])=[CH:55][CH:54]=2)=[CH:50][C:40]2[N:41]=[C:7]([C:2]3[CH:3]=[N:4][CH:5]=[CH:6][N:1]=3)[NH:43][C:39]=2[CH:38]=1)=[O:31] |f:1.2|. Procedure: 14.5 mg of pyrazine-2-carboxylic acid and 27.0 mg of 1-(3-dimethylaminopropyl)-3-ethylcarbodiimide monohydrochloride were added in order to a pyridine (1 ml) solution of 53 mg of 1-(2-(4,5-diamino-2-(4-methanesulfonyl-phenoxy)-phenyl)-pyrrolidin-1-yl)-2,2,2-trifluoro-ethanone obtained in Example 162 (step 6), and the reaction liquid was stirred at room temperature for 3 hours. The reaction liquid was diluted with saturated saline, and extracted with ethyl acetate. The organic layers were combine... The reactants are CC(=O)CC(C)C, C=C(C)n1c(=O)n(CCCCl)c2ccc(C)cc21, O=c1[nH]c2ccccc2n1C1CCNCC1, [Na+], [Na+], O=C([O-])[O-], O. The product is C=C(C)n1c(=O)n(CCCN2CCC(n3c(=O)[nH]c4ccccc43)CC2)c2ccc(C)cc21. Reaction SMILES: [CH3:41][CH:42]([CH3:43])[CH2:44][C:45](=[O:46])[CH3:47].[Cl:1][CH2:2][CH2:3][CH2:4][n:5]1[c:6](=[O:18])[n:7]([C:15](=[CH2:16])[CH3:17])[c:8]2[c:9]1[cH:10][cH:11][c:12]([CH3:14])[cH:13]2.[NH:19]1[CH2:20][CH2:21][CH:22]([n:25]2[c:26](=[O:34])[nH:27][c:28]3[c:29]2[cH:30][cH:31][cH:32][cH:33]3)[CH2:23][CH2:24]1.[Na+:35].[Na+:36].[O-:37][C:38](=[O:39])[O-:40].[OH2:48]>>[CH2:2]([CH2:3][CH2:4][n:5]1[c:6](=[O:18])[n:7]([C:15](=[CH2:16])[CH3:17])[c:8]2[c:9]1[cH:10][cH:11][c:12]([CH3:14])[cH:13]2)[N:19]1[CH2:20][CH2:21][CH:22]([n:25]2[c:26](=[O:34])[nH:27][c:28]3[c:29]2[cH:30][cH:31][cH:32][cH:33]3)[CH2:23][CH2:24]1. Starting materials: CCOC(=O)COc1cc(OC)c2c(c1)OC1(CCCCC1)CC2=O, O, O=[N+]([O-])O. Product: CCOC(=O)COc1cc(OC)c2c(c1[N+](=O)[O-])OC1(CCCCC1)CC2=O. RXN SMILES: [CH3:1][O:2][c:3]1[cH:4][c:5]([O:19][CH2:20][C:21](=[O:22])[O:23][CH2:24][CH3:25])[cH:6][c:7]2[c:8]1[C:9](=[O:18])[CH2:10][C:11]1([O:12]2)[CH2:13][CH2:14][CH2:15][CH2:16][CH2:17]1.[OH2:30].[OH:26][N+:27]([O-:28])=[O:29]>>[CH3:1][O:2][c:3]1[cH:4][c:5]([O:19][CH2:20][C:21](=[O:22])[O:23][CH2:24][CH3:25])[c:6]([N+:27](=[O:26])[O-:28])[c:7]2[c:8]1[C:9](=[O:18])[CH2:10][C:11]1([O:12]2)[CH2:13][CH2:14][CH2:15][CH2:16][CH2:17]1. Product: Nc1cc(Sc2ccccc2)ccc1[N+](=O)[O-]. Reactants: CN(C)C=O, [H-], Nc1cc(Cl)ccc1[N+](=O)[O-], [Na+], O, Sc1ccccc1. Reaction SMILES: [CH3:3][N:4]([CH3:5])[CH:6]=[O:7].[H-:1].[NH2:15][c:16]1[c:17]([N+:23](=[O:24])[O-:25])[cH:18][cH:19][c:20]([Cl:22])[cH:21]1.[Na+:2].[OH2:26].[SH:8][c:9]1[cH:10][cH:11][cH:12][cH:13][cH:14]1>>[S:8]([c:9]1[cH:10][cH:11][cH:12][cH:13][cH:14]1)[c:20]1[cH:19][cH:18][c:17]([N+:23](=[O:24])[O-:25])[c:16]([NH2:15])[cH:21]1. The reactants are CC#N, CCOC(C)=O, [K+], [Na+], O=C([O-])O, N#C[S-], O=C(Cl)Cc1ccccc1. The product is O=C(Cc1ccccc1)N=C=S. RXN SMILES: [CH3:15][C:16]#[N:17].[CH3:23][CH2:24][O:25][C:26](=[O:27])[CH3:28].[K+:11].[Na+:18].[OH:19][C:20](=[O:21])[O-:22].[S-:12][C:13]#[N:14].[c:1]1([CH2:7][C:8](=[O:9])[Cl:10])[cH:2][cH:3][cH:4][cH:5][cH:6]1>>[c:1]1([CH2:7][C:8](=[O:9])[N:14]=[C:13]=[S:12])[cH:2][cH:3][cH:4][cH:5][cH:6]1. Starting materials: CO, CCOC(=O)CN1CCc2ccc(-c3noc(-c4ccc(OC(C)C)c(Cl)c4)n3)cc2CC1, [Na+], [OH-]. Yields the product CC(C)Oc1ccc(-c2nc(-c3ccc4c(c3)CCN(CC(=O)O)CC4)no2)cc1Cl. Reaction SMILES: [CH3:36][OH:37].[Cl:1][c:2]1[cH:3][c:4](-[c:12]2[n:13][c:14](-[c:17]3[cH:18][c:19]4[c:20]([cH:32][cH:33]3)[CH2:21][CH2:22][N:23]([CH2:26][C:27](=[O:28])[O:29][CH2:30][CH3:31])[CH2:24][CH2:25]4)[n:15][o:16]2)[cH:5][cH:6][c:7]1[O:8][CH:9]([CH3:10])[CH3:11].[Na+:35].[OH-:34]>>[Cl:1][c:2]1[cH:3][c:4](-[c:12]2[n:13][c:14](-[c:17]3[cH:18][c:19]4[c:20]([cH:32][cH:33]3)[CH2:21][CH2:22][N:23]([CH2:26][C:27](=[O:28])[OH:29])[CH2:24][CH2:25]4)[n:15][o:16]2)[cH:5][cH:6][c:7]1[O:8][CH:9]([CH3:10])[CH3:11]. Starting materials: NCc1cccc(Br)c1, CS(=O)(=O)c1nccc(-n2cnc3ccccc32)n1. The product is Brc1cccc(CNc2nccc(-n3cnc4ccccc43)n2)c1. Reaction SMILES: [Br:20][c:21]1[cH:22][c:23]([CH2:24][NH2:25])[cH:26][cH:27][cH:28]1.[CH3:1][S:2](=[O:3])(=[O:4])[c:5]1[n:6][cH:7][cH:8][c:9](-[n:11]2[cH:12][n:13][c:14]3[c:15]2[cH:16][cH:17][cH:18][cH:19]3)[n:10]1>>[c:5]1([NH:25][CH2:24][c:23]2[cH:22][c:21]([Br:20])[cH:28][cH:27][cH:26]2)[n:6][cH:7][cH:8][c:9](-[n:11]2[cH:12][n:13][c:14]3[c:15]2[cH:16][cH:17][cH:18][cH:19]3)[n:10]1.